From a dataset of the Open Reaction Database (ORD), a public repository of structured organic reaction records. describe an organic reaction: reactants, conditions, products, and yield The reactants are C(=O)(O)[O-].[Na+] (NaHCO3), S(=O)(=O)([O-])[O-].[Mg+2] (Magnesium sulfate), Cl.C(C)(C)(C)NO (N-tert-butylhydroxylamine hydrochloride), C1(=CC(=C2C=CC=CC=C12)C=O)C=O (1,3-Azulenedicarboxaldehyde). The solvent is C(Cl)(Cl)Cl (CHCl3), N1=CC=CC=C1 (pyridine). Conditions: temperature 95 celsius. The product is C1=CC=C2C=CC=CC=C12 (azulene). Isolated yield 225.1%. Reaction SMILES: [C:1]1(C=O)[C:10]2[C:4]([CH:5]=[CH:6][CH:7]=[CH:8][CH:9]=2)=[C:3](C=O)[CH:2]=1.S([O-])([O-])(=O)=O.[Mg+2].Cl.C(NO)(C)(C)C.C([O-])(O)=O.[Na+]>N1C=CC=CC=1.C(Cl)(Cl)Cl>[CH:1]1[C:10]2[C:4]([CH:5]=[CH:6][CH:7]=[CH:8][CH:9]=2)=[CH:3][CH:2]=1 |f:1.2,3.4,5.6|. Procedure details: 1,3-Azulenedicarboxaldehyde (600 mg) is dissolved in 6.5 ml of pyridine. Magnesium sulfate (1200 mg) and N-tert-butylhydroxylamine hydrochloride (1638 mg) is added to the solution. The mixture is heated with stirring to 95° C. under nitrogen and is stirred for 13 hours. Upon cooling to rt, the reaction mixture is poured into a separator funnel containing 60 ml of CHCl3 and 60 ml of sat aq. NaHCO3. The aqueous layer is separated and washed with three 30 ml portions of CHCl3. The combined organic ... Reactants: Brc1cccc2c3c([nH]c12)C1CCN(CC1)C3, CC(C)(C)[PH]([Pd][PH](C(C)(C)C)(C(C)(C)C)C(C)(C)C)(C(C)(C)C)C(C)(C)C, C1COCCO1, CC(C)(C)[O-], C=Cc1ccc(C)nc1, [Na+]. Product: Cc1ccc(C=Cc2cccc3c4c([nH]c23)C2CCN(CC2)C4)cn1. As a reaction SMILES: [Br:16][c:17]1[cH:18][cH:19][cH:20][c:21]2[c:22]3[c:23]([nH:24][c:25]12)[CH:26]1[CH2:27][CH2:28][N:29]([CH2:30]3)[CH2:31][CH2:32]1.[C:33]([PH:34]([Pd:35][PH:36]([C:37]([CH3:38])([CH3:39])[CH3:40])([C:41]([CH3:42])([CH3:43])[CH3:44])[C:45]([CH3:46])([CH3:47])[CH3:48])([C:49]([CH3:50])([CH3:51])[CH3:52])[C:53]([CH3:54])([CH3:55])[CH3:56])([CH3:57])([CH3:58])[CH3:59].[CH2:60]1[O:61][CH2:62][CH2:63][O:64][CH2:65]1.[CH3:10][C:11]([CH3:12])([O-:13])[CH3:14].[CH3:1][c:2]1[n:3][cH:4][c:5]([CH:8]=[CH2:9])[cH:6][cH:7]1.[Na+:15]>>[CH3:1][c:2]1[n:3][cH:4][c:5]([CH:8]=[CH:9][c:17]2[cH:18][cH:19][cH:20][c:21]3[c:22]4[c:23]([nH:24][c:25]23)[CH:26]2[CH2:27][CH2:28][N:29]([CH2:30]4)[CH2:31][CH2:32]2)[cH:6][cH:7]1. Starting materials: CC1=NSC=C1 (3-methylisothiazole), C(CCC)[Li] (n-butyllithium), BrCCCCCCl (1-bromo-5-chloropentane). The solvent is O1CCCC1 (tetrahydrofuran), CCOCC (ether), CCOCC (ether). Conditions: time 15 minute. Yields the product ClCCCCCC1=CC(=NS1)C (5-(5-chloropentyl)-3-methylisothiazole). The yield is 49.4%. RXN SMILES: [CH3:1][C:2]1[CH:6]=[CH:5][S:4][N:3]=1.C([Li])CCC.Br[CH2:13][CH2:14][CH2:15][CH2:16][CH2:17][Cl:18]>O1CCCC1.CCOCC>[Cl:18][CH2:17][CH2:16][CH2:15][CH2:14][CH2:13][C:5]1[S:4][N:3]=[C:2]([CH3:1])[CH:6]=1. Reported procedure: To a solution of 6.4 g 3-methylisothiazole in 100 ml dry tetrahydrofuran at -78° C. under nitrogen was slowly added 7.6 ml n-butyllithium (9.5 m). After 15 min. at -78° C., a solution of 12.0 g 1-bromo-5-chloropentane in 10 ml dry ether was added. The reaction mixture was allowed to reach room temperature where it was stirred for 90 min., then diluted with ether, washed with water and sodium chloride solution, and dried over sodium sulfate. Concentration and flash filtration (silica gel, 4:1 hex...